Dataset: the Open Reaction Database (ORD), a public repository of structured organic reaction records. Task: describe an organic reaction: reactants, conditions, products, and yield Starting materials: [BH4-], C1CCOC1, Cc1cc(-c2ccncc2)c(C#N)c(=O)[nH]1, Cl, [Na+]. The product is Cc1cc(-c2ccncc2)c(CN)c(=O)[nH]1. As a reaction SMILES: [BH4-:17].[CH2:20]1[O:21][CH2:22][CH2:23][CH2:24]1.[CH3:1][c:2]1[cH:3][c:4](-[c:11]2[cH:12][cH:13][n:14][cH:15][cH:16]2)[c:5]([C:9]#[N:10])[c:6](=[O:8])[nH:7]1.[ClH:19].[Na+:18]>>[CH3:1][c:2]1[cH:3][c:4](-[c:11]2[cH:12][cH:13][n:14][cH:15][cH:16]2)[c:5]([CH2:9][NH2:10])[c:6](=[O:8])[nH:7]1.